From a dataset of the Open Reaction Database (ORD), a public repository of structured organic reaction records. describe an organic reaction: reactants, conditions, products, and yield The reactants are C(Cl)C1CO1 (epichlorohydrin), O(C1=CC=CC=C1)C1=CC=C(C=C1)O (4-phenoxyphenol). The solvent is C(C)O (ethanol). Reaction conditions: temperature 70 celsius, time 4 hour. Yields the product O(C1=CC=CC=C1)C1=CC=C(C=C1)OCC(CCl)O (4-phenoxy-O-(2-hydroxy-3-chloropropyl)phenol). Reaction SMILES: [CH2:1]([CH:3]1[O:5][CH2:4]1)[Cl:2].[O:6]([C:13]1[CH:18]=[CH:17][C:16]([OH:19])=[CH:15][CH:14]=1)[C:7]1[CH:12]=[CH:11][CH:10]=[CH:9][CH:8]=1>C(O)C>[O:6]([C:13]1[CH:14]=[CH:15][C:16]([O:19][CH2:4][CH:3]([OH:5])[CH2:1][Cl:2])=[CH:17][CH:18]=1)[C:7]1[CH:12]=[CH:11][CH:10]=[CH:9][CH:8]=1. Reported procedure: A four-neck flask equipped with a thermometer, dropping funnel, condenser tube and stirrer was charged with 305.3 g (3.3 mol) of epichlorohydrin, and while nitrogen purging was performed, the temperature was raised to 70° C. Into the flask, 204.8 g (1.1 mol) of 4-phenoxyphenol dissolved in 1020 g of ethanol was added dropwise taking 4 hours. Further, stirring was performed for 6 hours, to complete the addition reaction, for obtaining 4-phenoxy-O-(2-hydroxy-3-chloropropyl)phenol. In succession, t... Starting materials: C1(=CC=CC=C1)OC(NC=1C(=NC(=C(C1)CC)C)OC)=O (Phenyl-N-(5-ethyl-2-methoxy-6-methylpyridin-3-yl)carbamate), ClC=1C=C(C=CC1)N1CCNCC1 (1-(3-chlorophenyl)piperazine). Yields the product C(C)C=1C=C(C(=NC1C)OC)CNC(=O)N1CCN(CC1)C1=CC(=CC=C1)Cl (1-[(5-ethyl-2-methoxy-6-methylpyridin-3-yl)methylaminocarbonyl]-4-(3-chlorophenyl)piperazine). Yield: 68.0%. As a reaction SMILES: C1(OC(=O)N[C:10]2[C:11]([O:19][CH3:20])=[N:12][C:13]([CH3:18])=[C:14]([CH2:16][CH3:17])[CH:15]=2)C=CC=CC=1.[Cl:22][C:23]1[CH:24]=[C:25]([N:29]2[CH2:34][CH2:33][NH:32][CH2:31][CH2:30]2)[CH:26]=[CH:27][CH:28]=1>>[CH2:16]([C:14]1[CH:15]=[C:10]([CH2:13][NH:12][C:11]([N:32]2[CH2:33][CH2:34][N:29]([C:25]3[CH:26]=[CH:27][CH:28]=[C:23]([Cl:22])[CH:24]=3)[CH2:30][CH2:31]2)=[O:19])[C:11]([O:19][CH3:20])=[N:12][C:13]=1[CH3:18])[CH3:17]. Reported procedure: Phenyl-N-(5-ethyl-2-methoxy-6-methylpyridin-3-yl)carbamate and 1-(3-chlorophenyl)piperazine were reacted by the same way with the example 1 to obtain the titled compound. Starting materials: [Si](C)(C)(C(C)(C)C)OCC1(CC=2N(CCS1)C(=NN2)C2(CC2)C2=CC=C(C=C2)C=2OC=CN2)C (8-({[Tert-butyl(dimethyl)silyl]oxy}methyl)-8-methyl-3-{1-[4-(1,3-oxazol-2-yl)phenyl]cyclopropyl}-5,6,8,9-tetrahydro[1,2,4]triazolo[4,3-d][1,4]thiazepine), Cl (hydrochloric acid). Run in CO (methanol). Product: CC1(CC=2N(CCS1)C(=NN2)C2(CC2)C2=CC=C(C=C2)C=2OC=CN2)CO ((8-Methyl-3-{1-[4-(1,3-oxazol-2-yl)phenyl]cyclopropyl}-5,6,8,9-tetrahydro[1,2,4]triazolo[4,3-d][1,4]thiazepin-8-yl)methanol). Isolated yield 86.5%. RXN SMILES: [Si]([O:8][CH2:9][C:10]1([CH3:34])[S:16][CH2:15][CH2:14][N:13]2[C:17]([C:20]3([C:23]4[CH:28]=[CH:27][C:26]([C:29]5[O:30][CH:31]=[CH:32][N:33]=5)=[CH:25][CH:24]=4)[CH2:22][CH2:21]3)=[N:18][N:19]=[C:12]2[CH2:11]1)(C(C)(C)C)(C)C.Cl>CO>[CH3:34][C:10]1([CH2:9][OH:8])[S:16][CH2:15][CH2:14][N:13]2[C:17]([C:20]3([C:23]4[CH:24]=[CH:25][C:26]([C:29]5[O:30][CH:31]=[CH:32][N:33]=5)=[CH:27][CH:28]=4)[CH2:22][CH2:21]3)=[N:18][N:19]=[C:12]2[CH2:11]1. Procedure: A solution of the compound (260 mg, 0.52 mmol) obtained in Example 84-1) and 4 M hydrochloric acid (1,4-dioxane solution, 3 mL) in methanol (6 mL) was stirred overnight at room temperature. The reaction mixture was concentrated under reduced pressure, a 5 M aqueous sodium hydroxide solution (10 mL) was added to the residue, the mixture was extracted with ethyl acetate, and the organic layer was washed with saturated sodium chloride solution and dried with anhydrous sodium sulfate. After concentr... Reactants: OC=1C(=CC2=C(CCCCC2=O)C1)O (2,3-dihydroxy-6,7,8,9-tetrahydro-5H-benzocyclohepten-5-one), C(C1=CC=CC=C1)Cl (benzyl chloride), C([O-])([O-])=O.[K+].[K+] (potassium carbonate). Solvent: CC(=O)C (acetone). Conditions: temperature 50 celsius, time 2 hour. Product: C(C1=CC=CC=C1)OC=1C(=CC2=C(CCCCC2=O)C1)O (2-benzyloxy-3-hydroxy-6,7,8,9-tetrahydro-5H-benzocyclohepten-5-one). Isolated yield 59.9%. RXN SMILES: [OH:1][C:2]1[C:3]([OH:14])=[CH:4][C:5]2[C:11](=[O:12])[CH2:10][CH2:9][CH2:8][CH2:7][C:6]=2[CH:13]=1.[CH2:15](Cl)[C:16]1[CH:21]=[CH:20][CH:19]=[CH:18][CH:17]=1.C(=O)([O-])[O-].[K+].[K+]>CC(C)=O>[CH2:15]([O:1][C:2]1[C:3]([OH:14])=[CH:4][C:5]2[C:11](=[O:12])[CH2:10][CH2:9][CH2:8][CH2:7][C:6]=2[CH:13]=1)[C:16]1[CH:21]=[CH:20][CH:19]=[CH:18][CH:17]=1 |f:2.3.4|. Procedure: A mixture of 2,3-dihydroxy-6,7,8,9-tetrahydro-5H-benzocyclohepten-5-one (10 g), benzyl chloride (8 g), anhydrous potassium carbonate (9 g) and acetone (200 ml) is stirred at 50° C. for two hours. The reaction mixture is cooled and filtered off. The filtrate is concentrated under reduced pressure. The concentrate is dissolved in ethyl acetate. The organic layer is washed with water, dried and concentrated under reduced pressure. The residue is purified by silica gel column chromatography (eluent,... Starting materials: ClCC1=NC=CN=C1 (2-(chloromethyl)pyrazine), C1(C=2C(C(N1)=O)=CC=CC2)=O.[K] (potassium phthalimide). Run in CN(C=O)C (N,N-dimethylformamide). Conditions: temperature 110 celsius. Product: N1=C(C=NC=C1)CN1C(C2=CC=CC=C2C1=O)=O (2-(pyrazin-2-ylmethyl)isoindoline-1,3-dione). The yield is 73.0%. RXN SMILES: Cl[CH2:2][C:3]1[CH:8]=[N:7][CH:6]=[CH:5][N:4]=1.[C:9]1(=[O:19])[NH:13][C:12](=[O:14])[C:11]2=[CH:15][CH:16]=[CH:17][CH:18]=[C:10]12.[K]>CN(C)C=O>[N:4]1[CH:5]=[CH:6][N:7]=[CH:8][C:3]=1[CH2:2][N:13]1[C:9](=[O:19])[C:10]2[C:11](=[CH:15][CH:16]=[CH:17][CH:18]=2)[C:12]1=[O:14] |f:1.2,^1:19|. Procedure details: To a solution of 2-(chloromethyl)pyrazine (2.63 g, 20.5 mmol) (prepared according to Zhang, X.-A. et al., J. Am. Chem. Soc. 2008, 130, 15788-15789) in N,N-dimethylformamide (20 mL) was added potassium phthalimide (3.98 g, 21.5 mmol). The reaction mixture was heated for 16 h at 110° C., allowed to cool to ambient temperature and concentrated in vacuo. The residue was partitioned between dichloromethane (150 mL) and water (50 mL). The organic phase was washed with water (50 mL) and brine (2×20 mL)... Starting materials: C1(CCCCC1)C[C@@H](C(=O)NC=1SC=CN1)N1C(CNCC1)=O ((S)-3-Cyclohexyl-2-(2-oxo-piperazin-1-yl)-N-thiazol-2-yl-propionamide), S(=O)(=O)(Cl)Cl (sulfonyl chloride), CCN(C(C)C)C(C)C (DIEA). Run in C(Cl)(Cl)Cl (CHCl3). The product is C1(CCCCC1)C[C@@H](C(=O)NC=1SC=CN1)N1C(CN(CC1)S(=O)(=O)C1=CC2=CC=CC=C2C=C1)=O ((S)-3-cyclohexyl-2-(4-(naphthalen-2-ylsulfonyl)-2-oxopiperazin-1-yl)-N-(thiazol-2-yl)propanamide). RXN SMILES: [CH:1]1([CH2:7][C@H:8]([N:17]2[CH2:22][CH2:21][NH:20][CH2:19][C:18]2=[O:23])[C:9]([NH:11][C:12]2[S:13][CH:14]=[CH:15][N:16]=2)=[O:10])[CH2:6][CH2:5][CH2:4][CH2:3][CH2:2]1.[S:24](Cl)(Cl)(=[O:26])=[O:25].CCN([CH:35]([CH3:37])[CH3:36])C(C)C>C(Cl)(Cl)Cl>[CH:1]1([CH2:7][C@H:8]([N:17]2[CH2:22][CH2:21][N:20]([S:24]([C:36]3[CH:35]=[CH:37][C:6]4[C:1](=[CH:2][CH:3]=[CH:4][CH:5]=4)[CH:7]=3)(=[O:26])=[O:25])[CH2:19][C:18]2=[O:23])[C:9]([NH:11][C:12]2[S:13][CH:14]=[CH:15][N:16]=2)=[O:10])[CH2:6][CH2:5][CH2:4][CH2:3][CH2:2]1. Reported procedure: A solution of compound 12F (16.8 mg, 0.05 mmol), sulfonyl chloride (0.06 mmol) and DIEA (17.4 μl, 0.10 mmol) in CHCl3 (200 μl) was maintained at ambient temperature for 30 minutes. Solvents were removed in vacuum. Residue was dissolved in 200 μl of DMSO and subjected to HPLC purification. [Chromolith SpeedRod RP-18e C18 column (4.6×50 mm); flow rate 1.5 ml/min; mobile phase A: 0.1% TFA/water; mobile phase B 0.1% TFA/ACN; gradient elution from 5% B to 100% B over 9.5 min, detection 254 nm]. Fract...